From a dataset of the Open Reaction Database (ORD), a public repository of structured organic reaction records. describe an organic reaction: reactants, conditions, products, and yield The reactants are CCO, COC(=O)COC1CCCN(C(=O)c2ccc(NC(=O)c3ccccc3C)nc2)c2ccc(Cl)cc21, [Na+], [OH-], O. Yields the product Cc1ccccc1C(=O)Nc1ccc(C(=O)N2CCCC(OCC(=O)O)c3cc(Cl)ccc32)cn1. RXN SMILES: [CH3:40][CH2:41][OH:42].[Cl:1][c:2]1[cH:3][cH:4][c:5]2[c:6]([cH:36]1)[CH:7]([O:30][CH2:31][C:32](=[O:33])[O:34][CH3:35])[CH2:8][CH2:9][CH2:10][N:11]2[C:12]([c:13]1[cH:14][n:15][c:16]([NH:19][C:20]([c:21]2[c:22]([CH3:27])[cH:23][cH:24][cH:25][cH:26]2)=[O:28])[cH:17][cH:18]1)=[O:29].[Na+:38].[OH-:37].[OH2:39]>>[Cl:1][c:2]1[cH:3][cH:4][c:5]2[c:6]([cH:36]1)[CH:7]([O:30][CH2:31][C:32](=[O:33])[OH:34])[CH2:8][CH2:9][CH2:10][N:11]2[C:12]([c:13]1[cH:14][n:15][c:16]([NH:19][C:20]([c:21]2[c:22]([CH3:27])[cH:23][cH:24][cH:25][cH:26]2)=[O:28])[cH:17][cH:18]1)=[O:29]. The reactants are BrC1=CC=C(C=C1)CC(=O)O (2-(4-bromophenyl)acetic acid), S(=O)(Cl)Cl (thionyl chloride), C1(CC(C(CC1)C(C)C)O)C (menthol). Run at time 18 hour. Yields the product BrC1=CC=C(C=C1)CC(=O)OC (methyl 2-(4-bromophenyl)acetate). Isolated yield 99.8%. RXN SMILES: [Br:1][C:2]1[CH:7]=[CH:6][C:5]([CH2:8][C:9]([OH:11])=[O:10])=[CH:4][CH:3]=1.S(Cl)(Cl)=O.[CH:16]1(C)CCC(C(C)C)C(O)C1>>[Br:1][C:2]1[CH:3]=[CH:4][C:5]([CH2:8][C:9]([O:11][CH3:16])=[O:10])=[CH:6][CH:7]=1. Reported procedure: To a solution of 2-(4-bromophenyl)acetic acid (10 g, 46.7 mmol) in menthol was added thionyl chloride (8.34 g, 70.07 mmol) dropwise. The mixture was then stirred at room temperature for 18 hours. The reaction mixture was concentrated, and obtained methyl 2-(4-bromophenyl)acetate (10.5 g, 99.8%). The reactants are CS(C)=O, N#C[K], Cc1ccc(S(=O)(=O)OCC2COc3ccccc3C2)cc1. Product: N#CCC1COc2ccccc2C1. As a reaction SMILES: [CH3:26][S:27](=[O:28])[CH3:29].[K:1][C:2]#[N:3].[c:4]1([CH3:5])[cH:6][cH:7][c:8]([S:9]([O:10][CH2:14][CH:15]2[CH2:16][O:17][c:18]3[cH:19][cH:20][cH:21][cH:22][c:23]3[CH2:24]2)(=[O:11])=[O:12])[cH:13][cH:25]1>>[C:2](#[N:3])[CH2:14][CH:15]1[CH2:16][O:17][c:18]2[cH:19][cH:20][cH:21][cH:22][c:23]2[CH2:24]1. Starting materials: CCCC[Sn](CCCC)(CCCC)c1ccco1, CC(C)N1CCC(C(=O)Nc2ccc(I)cc2C(=O)Nc2ccc(Cl)cn2)CC1, C1CCOC1, Cl[Pd]Cl, c1ccc(P(c2ccccc2)c2ccccc2)cc1, c1ccc(P(c2ccccc2)c2ccccc2)cc1. Yields the product CC(C)N1CCC(C(=O)Nc2ccc(-c3ccco3)cc2C(=O)Nc2ccc(Cl)cn2)CC1. Reaction SMILES: [CH2:30]([Sn:31]([CH2:32][CH2:33][CH2:34][CH3:40])([c:35]1[o:36][cH:37][cH:38][cH:39]1)[CH2:41][CH2:42][CH2:43][CH3:44])[CH2:45][CH2:46][CH3:47].[Cl:1][c:2]1[cH:3][cH:4][c:5]([NH:8][C:9]([c:10]2[c:11]([NH:17][C:18](=[O:19])[CH:20]3[CH2:21][CH2:22][N:23]([CH:26]([CH3:27])[CH3:28])[CH2:24][CH2:25]3)[cH:12][cH:13][c:14]([I:16])[cH:15]2)=[O:29])[n:6][cH:7]1.[O:48]1[CH2:49][CH2:50][CH2:51][CH2:52]1.[Pd:53]([Cl:54])[Cl:55].[c:56]1([P:57]([c:58]2[cH:59][cH:60][cH:61][cH:62][cH:63]2)[c:64]2[cH:65][cH:66][cH:67][cH:68][cH:69]2)[cH:70][cH:71][cH:72][cH:73][cH:74]1.[c:75]1([P:76]([c:77]2[cH:78][cH:79][cH:80][cH:81][cH:82]2)[c:83]2[cH:84][cH:85][cH:86][cH:87][cH:88]2)[cH:89][cH:90][cH:91][cH:92][cH:93]1>>[Cl:1][c:2]1[cH:3][cH:4][c:5]([NH:8][C:9]([c:10]2[c:11]([NH:17][C:18](=[O:19])[CH:20]3[CH2:21][CH2:22][N:23]([CH:26]([CH3:27])[CH3:28])[CH2:24][CH2:25]3)[cH:12][cH:13][c:14](-[c:35]3[o:36][cH:37][cH:38][cH:39]3)[cH:15]2)=[O:29])[n:6][cH:7]1.